This data is from the Open Reaction Database (ORD), a public repository of structured organic reaction records. The task is: describe an organic reaction: reactants, conditions, products, and yield Reactants: CO (methanol), CC(C)C[AlH]CC(C)C (DIBAL), C1(=CC=CC=C1)C (toluene), C(C)OC(\C(=C\C1CCCCC1)\C1=CC=C(C=C1)S(=O)(=O)C)=O ((E)-3-cyclohexyl-2-(4-methanesulfonyl-phenyl)-acrylic acid ethyl ester). The solvent is C1CCOC1 (THF), C(C)(=O)OCC (ethly acetate), O (water). Conditions: temperature -78 celsius, time 18 hour. The product is C1(CCCCC1)/C=C(/CO)\C1=CC=C(C=C1)S(=O)(=O)C ((E)-3-Cyclohexyl-2-(4-methanesulfonyl-phenyl)-prop-2-en-1-ol). Yield: 93.5%. Reaction SMILES: CC(C[AlH]CC(C)C)C.C1(C)C=CC=CC=1.C([O:19][C:20](=O)/[C:21](/[C:29]1[CH:34]=[CH:33][C:32]([S:35]([CH3:38])(=[O:37])=[O:36])=[CH:31][CH:30]=1)=[CH:22]/[CH:23]1[CH2:28][CH2:27][CH2:26][CH2:25][CH2:24]1)C.CO>C1COCC1.O.C(OCC)(=O)C>[CH:23]1(/[CH:22]=[C:21](\[C:29]2[CH:34]=[CH:33][C:32]([S:35]([CH3:38])(=[O:37])=[O:36])=[CH:31][CH:30]=2)/[CH2:20][OH:19])[CH2:28][CH2:27][CH2:26][CH2:25][CH2:24]1. Procedure details: Add a solution of DIBAL in toluene (36.5 mL, 1.5 M, 54.6 mmol) dropwise over one h to a solution of (E)-3-cyclohexyl-2-(4-methanesulfonyl-phenyl)-acrylic acid ethyl ester (7.35 g, 21.8 mmol) in THF (200 mL) cooled to −78° C. Then allow the reaction mixture to slowly warm to r.t., and stir it for 18 h. Add methanol (50 mL), and then remove volatiles under vacuum. Partion the residue between ethly acetate (200 mL) and water (200 mL). Then extract the aqueous layer with ethyl acetate (2×300 mL). Co... Starting materials: ClC(=O)OC (methyl chloroformate), [Cl-].[NH4+] (ammonium chloride), [Li]CCCC (n-BuLi), ClC=1C2=C(N=CN1)SC=C2 (4-chlorothieno[2,3-d]pyrimidine), CCN(C(C)C)C(C)C (Hünig's base). The solvent is C1CCOC1 (THF). Reaction conditions: temperature 0 celsius, time 10 minute. Product: ClC=1C2=C(N=CN1)SC(=C2)C(=O)OC (methyl 4-chlorothieno[2,3-d]pyrimidine-6-carboxylate). Yield: 9.6%. As a reaction SMILES: CCN(C(C)C)C(C)C.[Li]CCCC.[Cl:15][C:16]1[C:17]2[CH:24]=[CH:23][S:22][C:18]=2[N:19]=[CH:20][N:21]=1.Cl[C:26]([O:28][CH3:29])=[O:27].[Cl-].[NH4+]>C1COCC1>[Cl:15][C:16]1[C:17]2[CH:24]=[C:23]([C:26]([O:28][CH3:29])=[O:27])[S:22][C:18]=2[N:19]=[CH:20][N:21]=1 |f:4.5|. Procedure details: A solution of THF (50 mL) and Hünig's base (2.14 mL, 15.2 mmol) were cooled to −78° C. and n-BuLi (2.5 M in hexanes, 5.7 mL, 14.1 mmol) added drop wise. The solution was warmed to 0° C. for 10 minutes, re-cooled to −78° C. and 4-chlorothieno[2,3-d]pyrimidine (2.0 g, 11.7 mmol) added. The anion was stirred for 10 minutes at −78° C., methyl chloroformate (1.0 mL, 12.9 mmol) added drop wise and the reaction maintained at −78° C. for 0.5 hours. The reaction was allowed to warm to ambient temperature... Reactants: ClC1=CC2=C(SC3=C(C(C2)Cl)C=CC=C3)C=C1 (2,10-dichloro-10,11dihydro-dibenzo[b,f]thiepin), C(=O)(OCC)N1CCNCC1 (1-carbethoxy-piperazine). Solvent: C(Cl)(Cl)Cl (chloroform), C(Cl)(Cl)Cl (chloroform), O (water). Procedure: 100 g of 2,10-dichloro-10,11dihydro-dibenzo[b,f]thiepin in 300 ml of chloroform are heated at reflux for 24 hours together with 182 g of 1-carbethoxy-piperazine. The mixture is then diluted with chloroform and water. The organic phase is washed several times with water and dried over magnesium sulphate. After filtration, the filtrate is concentrated under reduced pressure and the residue crystallised from acetone/hexane. There is obtained 1-carbethoxy-4-(2-chloro-10,11-dihydro-dibenzo[b,f]thiepi... RXN SMILES: [Cl:1][C:2]1[CH:17]=[CH:16][C:5]2[S:6][C:7]3[CH:15]=[CH:14][CH:13]=[CH:12][C:8]=3[CH:9](Cl)[CH2:10][C:4]=2[CH:3]=1.[C:18]([N:23]1[CH2:28][CH2:27][NH:26][CH2:25][CH2:24]1)([O:20][CH2:21][CH3:22])=[O:19]>C(Cl)(Cl)Cl.O>[C:18]([N:23]1[CH2:28][CH2:27][N:26]([CH:9]2[C:8]3[CH:12]=[CH:13][CH:14]=[CH:15][C:7]=3[S:6][C:5]3[CH:16]=[CH:17][C:2]([Cl:1])=[CH:3][C:4]=3[CH2:10]2)[CH2:25][CH2:24]1)([O:20][CH2:21][CH3:22])=[O:19]. Yields the product C(=O)(OCC)N1CCN(CC1)C1CC2=C(SC3=C1C=CC=C3)C=CC(=C2)Cl (1-carbethoxy-4-(2-chloro-10,11-dihydro-dibenzo[b,f]thiepin-10-yl)-piperazine). The reactants are O=C([O-])[O-], CN1C(=O)CCC1Cc1ccccc1, CI, CCC(C)=O, [K+], [K+], O=[N+]([O-])O, O=[N+]([O-])[O-], O, O=S(=O)(O)O. Product: CN1C(=O)CCC1Cc1ccc(N)cc1. RXN SMILES: [C:3](=[O:4])([O-:5])[O-:6].[CH2:13]([c:14]1[cH:15][cH:16][cH:17][cH:18][cH:19]1)[CH:20]1[CH2:21][CH2:22][C:23](=[O:26])[N:24]1[CH3:25].[CH3:1][I:2].[CH3:36][C:37]([CH2:38][CH3:39])=[O:40].[K+:7].[K+:8].[N+:32]([O-:33])([OH:34])=[O:35].[O-:9][N+:10](=[O:11])[O-:12].[OH2:41].[S:27](=[O:28])(=[O:29])([OH:30])[OH:31]>>[CH2:13]([c:14]1[cH:15][cH:16][c:17]([NH2:32])[cH:18][cH:19]1)[CH:20]1[CH2:21][CH2:22][C:23](=[O:26])[N:24]1[CH3:25]. Starting materials: CCOC(CN(CCc1ccccc1)C(=O)CCOCCc1ccc(Br)cc1)OCC, ClCCl, Cl, C1COCCO1. Yields the product O=CCN(CCc1ccccc1)C(=O)CCOCCc1ccc(Br)cc1. Reaction SMILES: [Br:1][c:2]1[cH:3][cH:4][c:5]([CH2:8][CH2:9][O:10][CH2:11][CH2:12][C:13](=[O:14])[N:15]([CH2:16][CH2:17][c:18]2[cH:19][cH:20][cH:21][cH:22][cH:23]2)[CH2:24][CH:25]([O:26][CH2:30][CH3:31])[O:27][CH2:28][CH3:29])[cH:6][cH:7]1.[Cl:33][CH2:34][Cl:35].[ClH:32].[O:36]1[CH2:37][CH2:38][O:39][CH2:40][CH2:41]1>>[Br:1][c:2]1[cH:3][cH:4][c:5]([CH2:8][CH2:9][O:10][CH2:11][CH2:12][C:13](=[O:14])[N:15]([CH2:16][CH2:17][c:18]2[cH:19][cH:20][cH:21][cH:22][cH:23]2)[CH2:24][CH:25]=[O:26])[cH:6][cH:7]1. Starting materials: [N+](=O)([O-])C1=CC=C(C=C1)S(=O)(=O)CC(=O)O (4-nitrophenylsulfonylacetic acid), methanolic solution, [OH-].C[N+](C)(C)C (tetramethylammonium hydroxide). Run in CC(=O)C (acetone). Product: [N+](=O)([O-])C1=CC=C(C=C1)S(=O)(=O)CC(=O)[O-].C[N+](C)(C)C (tetramethylammonium 4-nitrophenylsulfonylacetate). The yield is 91.0%. As a reaction SMILES: [N+:1]([C:4]1[CH:9]=[CH:8][C:7]([S:10]([CH2:13][C:14]([OH:16])=[O:15])(=[O:12])=[O:11])=[CH:6][CH:5]=1)([O-:3])=[O:2].[OH-].[CH3:18][N+:19]([CH3:22])([CH3:21])[CH3:20]>CC(C)=O>[N+:1]([C:4]1[CH:5]=[CH:6][C:7]([S:10]([CH2:13][C:14]([O-:16])=[O:15])(=[O:12])=[O:11])=[CH:8][CH:9]=1)([O-:3])=[O:2].[CH3:18][N+:19]([CH3:22])([CH3:21])[CH3:20] |f:1.2,4.5|. Procedure: Into a 100 ml flask equipped with magnetic stirrer were placed 2.45 g (0.01 mol) of 4-nitrophenylsulfonylacetic acid and 50 ml of acetone. Stirring was begun and upon dissolution of the acid, 4.0 g of a 25% methanolic solution (i.e., 1.00 g, 0.011 mol) of tetramethylammonium hydroxide was slowly added, dropwise over a 15 min period. A precipitate formed in the dark red solution. Filtration, washing with acetone (10 ml) and drying in air afforded 2.9 g (91%) of tetramethylammonium 4-nitrophenylsu... The reactants are 5[1,1-diphenyl-3-(4-phenyl-4-piperidinomethanol)propyl]-1H-tetrazole, 2,2-diphenyl-4-(4-phenyl-4-piperidinomethanol) butyronitrile, [N-]=[N+]=[N-].[Na+] (sodium azide), [Cl-].[NH4+] (ammonium chloride), [Cl-].[Li+] (lithium chloride), N1N=NN=C1 (tetrazole), ClC(C(=O)OCC)=O (ethyl chloroglyoxylate). Reported procedure: Thus 2,2-diphenyl-4-(4-phenyl-4-piperidinomethanol) butyronitrile is reacted with sodium azide in dimethylformamide along with ammonium chloride and lithium chloride at reflux to prove 5[1,1-diphenyl-3-(4-phenyl-4-piperidinomethanol)propyl]-1H-tetrazole. This tetrazole is reacted with ethyl chloroglyoxylate in pyridine at -6° C. to provide ethyl-5[1,1-diphenyl-4-ethoxyglyoxylmethylpiperidine)propyl]-1,3,4-oxadiazole-2-carboxylate hydrochloride. This ester is hydrolyzed in aqueous potassium hydro... The solvent is CN(C=O)C (dimethylformamide), N1=CC=CC=C1 (pyridine). RXN SMILES: [N-]=[N+]=[N-].[Na+].[Cl-].[NH4+].[Cl-].[Li+].N1[CH:13]=[N:12][N:11]=N1.[Cl:14][C:15](=[O:21])[C:16]([O:18]CC)=[O:17]>CN(C)C=O.N1C=CC=CC=1>[ClH:14].[O:21]1[CH:13]=[N:12][N:11]=[C:15]1[C:16]([OH:18])=[O:17] |f:0.1,2.3,4.5,10.11|. Yields the product Cl.O1C(=NN=C1)C(=O)O (1,3,4-oxadiazole-2-carboxylate hydrochloride).